This data is from the Open Reaction Database (ORD), a public repository of structured organic reaction records. The task is: describe an organic reaction: reactants, conditions, products, and yield The reactants are ClC1=CC=C(S1)C1=NN(C(N1CC1=C(C=CC=C1)F)=O)CC(=O)O ([3-(5-chlorothiophen-2-yl)-4-(2-fluorobenzyl)-5-oxo-4,5-dihydro-1H-1,2,4-triazol-1-yl]-acetic acid), C(CCl)Cl (EDC), FC(C=1C=C(C=CC1)C(C)(C)N)(F)F (2-[3-(trifluoromethyl)phenyl]propan-2-amine), C=1C=CC2=C(C1)N=NN2O (HOBt). The solvent is C(C)(=O)OCC (ethyl acetate), O (water), CN(C)C=O (DMF). Reaction conditions: time 10 minute. The product is ClC1=CC=C(S1)C1=NN(C(N1CC1=C(C=CC=C1)F)=O)CC(=O)NC(C)(C1=CC(=CC=C1)C(F)(F)F)C (2-[3-(5-chlorothiophen-2-yl)-4-(2-fluorobenzyl)-5-oxo-4,5-dihydro-1H-1,2,4-triazol-1-yl]-N-[1-methyl-1-(3-trifluoromethyl-phenyl)ethyl]-acetamide). RXN SMILES: [Cl:1][C:2]1[S:6][C:5]([C:7]2[N:11]([CH2:12][C:13]3[CH:18]=[CH:17][CH:16]=[CH:15][C:14]=3[F:19])[C:10](=[O:20])[N:9]([CH2:21][C:22]([OH:24])=O)[N:8]=2)=[CH:4][CH:3]=1.[F:25][C:26]([F:38])([F:37])[C:27]1[CH:28]=[C:29]([C:33]([NH2:36])([CH3:35])[CH3:34])[CH:30]=[CH:31][CH:32]=1.C1C=CC2N(O)N=NC=2C=1.C(Cl)CCl>CN(C=O)C.C(OCC)(=O)C.O>[Cl:1][C:2]1[S:6][C:5]([C:7]2[N:11]([CH2:12][C:13]3[CH:18]=[CH:17][CH:16]=[CH:15][C:14]=3[F:19])[C:10](=[O:20])[N:9]([CH2:21][C:22]([NH:36][C:33]([CH3:35])([C:29]3[CH:30]=[CH:31][CH:32]=[C:27]([C:26]([F:25])([F:37])[F:38])[CH:28]=3)[CH3:34])=[O:24])[N:8]=2)=[CH:4][CH:3]=1. Procedure: The carboxylic acid from Example 154A (150 mg, 0.41 mmol) and 1-methyl-1-(3-trifluoromethyl-phenyl)ethylamine (Example 1A, 91.2 mg, 0.45 mmol) are placed in 4 ml DMF and treated at RT with 66.1 mg (0.49 mmol) of HOBt. After 10 mins, 101.6 mg (0.53 mmol) of EDC are added and the mixture stirred overnight at RT. It is then treated with water and ethyl acetate. The phases are separated, and the aqueous phase is extracted with ethyl acetate. The combined organic phases are washed with water, then wi...